From a dataset of the Open Reaction Database (ORD), a public repository of structured organic reaction records. describe an organic reaction: reactants, conditions, products, and yield Reactants: C([O-])([O-])=O.[K+].[K+] (potassium carbonate), S1C(=CC=C1)CC(N)C(=O)O (β-thienyl-D,L-alanine), C(=O)(OCC1=CC=CC=C1)Cl (carbobenzyloxychloride). The solvent is O (water), O1CCOCC1 (dioxane), O (H2O). Conditions: time 1 hour. The product is C(C1=CC=CC=C1)OC(=O)NC(CC=1SC=CC1)C(=O)O (N-(Benzyloxycarbonyl) β-thienyl-D,L-alanine). Isolated yield 97.9%. As a reaction SMILES: [S:1]1[CH:5]=[CH:4][CH:3]=[C:2]1[CH2:6][CH:7]([C:9]([OH:11])=[O:10])[NH2:8].C(=O)([O-])[O-].[K+].[K+].[C:18](Cl)([O:20][CH2:21][C:22]1[CH:27]=[CH:26][CH:25]=[CH:24][CH:23]=1)=[O:19]>O.O1CCOCC1>[CH2:21]([O:20][C:18]([NH:8][CH:7]([C:9]([OH:11])=[O:10])[CH2:6][C:2]1[S:1][CH:5]=[CH:4][CH:3]=1)=[O:19])[C:22]1[CH:27]=[CH:26][CH:25]=[CH:24][CH:23]=1 |f:1.2.3|. Reported procedure: To a mixture of 3.0 g (16.9 mmol) of β-thienyl-D,L-alanine in 75 mL of water and 60 mL of dioxane, was added 5.6 g (40.6 mmol) of anhydrous potassium carbonate, followed by 2.85 mL (20 mmol) of carbobenzyloxychloride. The resulting mixture was stirred rapidly for approximately one hour. When the reaction was substantially complete, as indicated by thin layer chromatography (21/7/7/9, EtOAc/AcOH/CH3 CN/H2O), the reaction mixture was concentrated. The resultant layers were separated and the aqueou... The reactants are C(C)(=O)[O-].[NH4+] (ammonium acetate), stainless steel, Ru(OCOCH3)2((R)-dm-binap), C(CC(=O)C)(=O)OC (methyl acetoacetate). Solvent: CO (methanol). Reaction conditions: temperature 80 celsius, time 15 hour. Product: C(C)(=O)O.N[C@@H](CC(=O)OC)C (methyl (3R)-3-aminobutanoate acetate), crude material. As a reaction SMILES: [C:1]([O:7][CH3:8])(=[O:6])[CH2:2][C:3]([CH3:5])=O.C([O-])(=O)C.[NH4+:13]>CO>[C:1]([OH:7])(=[O:6])[CH3:2].[NH2:13][C@H:3]([CH3:5])[CH2:2][C:1]([O:7][CH3:8])=[O:6] |f:1.2,4.5|. Procedure details: Ru(OCOCH3)2((R)-dm-binap) (164.3 mg, 0.1722 mmol), methyl acetoacetate (10.00 g, 86.12 mmol), ammonium acetate (6.64 g, 86.12 mmol) and methanol (50 mL) were placed in a stainless steel autoclave under nitrogen atmosphere, and the mixture was stirred at 80° C. under a hydrogen pressure of 3 MPa for 15 hours. After completion of the reaction, the solvent was removed by evaporation to give methyl (3R)-3-aminobutanoate acetate as a crude material (16.29 g). The crude product was treated with 7N amm... The reactants are OC1CCOc2ccccc21, Cc1ccc(S(=O)(=O)O)cc1, c1ccccc1. Yields the product C1=Cc2ccccc2OC1. Reaction SMILES: [O:1]1[CH2:2][CH2:3][CH:4]([OH:11])[c:5]2[cH:6][cH:7][cH:8][cH:9][c:10]21.[c:12]1([CH3:13])[cH:14][cH:15][c:16]([S:17]([OH:18])(=[O:19])=[O:20])[cH:21][cH:22]1.[cH:23]1[cH:24][cH:25][cH:26][cH:27][cH:28]1>>[O:1]1[CH2:2][CH:3]=[CH:4][c:5]2[cH:6][cH:7][cH:8][cH:9][c:10]21. Starting materials: CN1CC(CC2C1CC3=CNC4=CC=CC2=C34)C(=O)O (9,10-dihydrolysergic acid), [OH-].[K+] (potassium hydroxide), CN(C)C=O (DMF), C1(=CC=C(C=C1)S(=O)(=O)OC(CC)CC)C (p-toluenesulfonic acid, 1-ethylpropyl ester). The solvent is O (water). Yields the product C(C)C(CC)N1C=C2C[C@H]3N(CC(C[C@@H]3C=3C=CC=C1C32)C(=O)O)C (1-(1-ethylpropyl)-6-methyl-ergoline-8-carboxylic acid). Yield: 57.0%. As a reaction SMILES: [CH3:1][N:2]1[CH:7]2[CH2:8][C:9]3[C:17]4[C:12](=[CH:13][CH:14]=[CH:15][C:16]=4[CH:6]2[CH2:5][CH:4]([C:18]([OH:20])=[O:19])[CH2:3]1)[NH:11][CH:10]=3.[OH-].[K+].CN(C=O)C.[C:28]1(C)[CH:33]=[CH:32]C(S(OC(CC)CC)(=O)=O)=[CH:30][CH:29]=1>O>[CH2:29]([CH:28]([N:11]1[C:12]2[C:17]3[C:9]([CH2:8][C@@H:7]4[C@@H:6]([C:16]=3[CH:15]=[CH:14][CH:13]=2)[CH2:5][CH:4]([C:18]([OH:20])=[O:19])[CH2:3][N:2]4[CH3:1])=[CH:10]1)[CH2:33][CH3:32])[CH3:30] |f:1.2|. Procedure: To a 50 ml, three-neck round bottom flask was added 1.0 g (3.4 mmol) of 92% pure 9,10-dihydrolysergic acid, 1.03 g (15.8 mmol) of 86% pure powdered potassium hydroxide and 15 ml of DMF. This mixture was agitated until the solids were dissolved, and 1.79 g (7.4 mmol) of p-toluenesulfonic acid, 1-ethylpropyl ester was added. The reaction mixture was stirred for 19 hours at room temperature, and 35 ml of water was added. The reaction mixture was washed into a 250 ml erlenmeyer flask with deionized ... Reactants: C1(=CC=CC=C1)NCCCCO (N-phenyl-4-hydroxybutylamine), C(=O)(N1C=NC=C1)N1C=NC=C1 (carbonyldiimidazole), ClC1=NC=C(C(=C1)Cl)[N+](=O)[O-] (2,4-dichloro-5-nitropyridine), N1(C=NC=C1)CC=1NC=CN1 (2-((imidazol-1-yl)methyl)imidazole). The reagents and catalysts are [Pd] (palladium on carbon). The product is N1(C=NC=C1)CC1=NC=C2N1C1=C(NC2=O)C=NC(=C1)N(C1=CC=CC=C1)CCCCO (1-(1H-Imidazol-1-yl)methyl-8-(N-phenyl-(4-hydroxybutyl)amino)imidazo-[1,5-a]pyrido[3,4-e]pyrazin-4(5H)-one). As a reaction SMILES: Cl[C:2]1[CH:7]=[C:6](Cl)[C:5]([N+:9]([O-])=O)=[CH:4][N:3]=1.[N:12]1([CH2:17][C:18]2[NH:19][CH:20]=[CH:21][N:22]=2)[CH:16]=[CH:15][N:14]=[CH:13]1.[C:23]1([NH:29][CH2:30][CH2:31][CH2:32][CH2:33][OH:34])[CH:28]=[CH:27][CH:26]=[CH:25][CH:24]=1.[C:35](N1C=CN=C1)(N1C=CN=C1)=[O:36]>[Pd]>[N:12]1([CH2:17][C:18]2[N:19]3[C:6]4[CH:7]=[C:2]([N:29]([CH2:30][CH2:31][CH2:32][CH2:33][OH:34])[C:23]5[CH:28]=[CH:27][CH:26]=[CH:25][CH:24]=5)[N:3]=[CH:4][C:5]=4[NH:9][C:35](=[O:36])[C:20]3=[CH:21][N:22]=2)[CH:16]=[CH:15][N:14]=[CH:13]1. Procedure: Treat 2,4-dichloro-5-nitropyridine with 2-((imidazol-1-yl)methyl)imidazole followed by reaction with N-phenyl-4-hydroxybutylamine, hydrogenation with palladium on carbon and cyclization with carbonyldiimidazole to provide the title compound.